From a dataset of the Open Reaction Database (ORD), a public repository of structured organic reaction records. describe an organic reaction: reactants, conditions, products, and yield Starting materials: [H-].[Na+] (NaH), C(C)OC(CBr)=O (bromo-acetic acid ethyl ester), ClC=1C=C(C=CC1)/C=C/C(=O)N1CCNC(CC1)=O (1-[(E)-3-(3-chloro-phenyl)-acryloyl]-[1,4]diazepan-5-one), ClC=1C=C(C=CC1)/C=C/C(=O)N1CCNC(CC1)=O (1-[(E)-3-(3-chloro-phenyl)-acryloyl]-[1,4]diazepan-5-one), [H-].[Na+] (NaH), C(C)OC(CBr)=O (bromo-acetic acid ethyl ester), OS(=O)(=O)[O-].[K+] (KHSO4). Solvent: CN(C)C=O (DMF), CN(C)C=O (DMF). Conditions: time 5 hour. Product: C(C)OC(CN1CCN(CCC1=O)C(\C=C\C1=CC(=CC=C1)Cl)=O)=O ({4-[(E)-3-(3-Chloro-phenyl)-acryloyl]-7-oxo-[1,4]diazepan-1-yl}-acetic acid ethyl ester). The yield is 51.5%. Reaction SMILES: [Cl:1][C:2]1[CH:3]=[C:4](/[CH:8]=[CH:9]/[C:10]([N:12]2[CH2:18][CH2:17][C:16](=[O:19])[NH:15][CH2:14][CH2:13]2)=[O:11])[CH:5]=[CH:6][CH:7]=1.[H-].[Na+].[CH2:22]([O:24][C:25](=[O:28])[CH2:26]Br)[CH3:23].OS([O-])(=O)=O.[K+]>CN(C=O)C>[CH2:22]([O:24][C:25](=[O:28])[CH2:26][N:15]1[C:16](=[O:19])[CH2:17][CH2:18][N:12]([C:10](=[O:11])/[CH:9]=[CH:8]/[C:4]2[CH:5]=[CH:6][CH:7]=[C:2]([Cl:1])[CH:3]=2)[CH2:13][CH2:14]1)[CH3:23] |f:1.2,4.5|. Procedure: A solution of 4.33 g (15.53 mmol) of 1-[(E)-3-(3-chloro-phenyl)-acryloyl]-[1,4]diazepan-5-one (intermediate 3A) in 80 ml of DMF was treated at 0° C. with 0.75 g (17.09 mmol) of NaH (55% in oil) in two portions and after 30 min with 1.89 ml (17.09 mmol) of bromo-acetic acid ethyl ester in 1 ml of DMF. The reaction was stirred for 5 h at RT, cooled (0° C.) and treated again with 0.20 g (4.66 mmol) of NaH (55% in oil) and after 20 min with 0.34 ml (3.11 mmol) of bromo-acetic acid ethyl ester. The r...